This data is from the Open Reaction Database (ORD), a public repository of structured organic reaction records. The task is: describe an organic reaction: reactants, conditions, products, and yield Starting materials: Brc1nccs1, CC(c1ccc(B2OC(C)(C)C(C)(C)O2)cc1)N1CCC(CC(C)(C)O)(c2ccccc2)OC1=O. Product: CC(c1ccc(-c2nccs2)cc1)N1CCC(CC(C)(C)O)(c2ccccc2)OC1=O. Reaction SMILES: [Br:36][c:37]1[s:38][cH:39][cH:40][n:41]1.[OH:1][C:2]([CH2:3][C:4]1([c:28]2[cH:29][cH:30][cH:31][cH:32][cH:33]2)[CH2:5][CH2:6][N:7]([CH:11]([CH3:12])[c:13]2[cH:14][cH:15][c:16]([B:19]3[O:20][C:21]([CH3:22])([CH3:23])[C:24]([CH3:25])([CH3:26])[O:27]3)[cH:17][cH:18]2)[C:8](=[O:10])[O:9]1)([CH3:34])[CH3:35]>>[OH:1][C:2]([CH2:3][C:4]1([c:28]2[cH:29][cH:30][cH:31][cH:32][cH:33]2)[CH2:5][CH2:6][N:7]([CH:11]([CH3:12])[c:13]2[cH:14][cH:15][c:16](-[c:37]3[s:38][cH:39][cH:40][n:41]3)[cH:17][cH:18]2)[C:8](=[O:10])[O:9]1)([CH3:34])[CH3:35]. Reactants: C1(=CC=CC=C1)SCN1S(N(C(C1=O)CCC(C)C)C)(=O)=O (2-phenylthiomethyl-4-(3-methylbutyl)-5-methyl-1,2,5-thiadiazolidin-3-one 1,1-dioxide), C(Cl)Cl (methylene chloride). Conditions: time 3.5 hour. Yields the product ClCN1S(N(C(C1=O)CCC(C)C)C)(=O)=O (2-chloromethyl-4-(3-methylbutyl)-5-methyl-1,2,5-thiadiazolidin-3-one 1,1-dioxide). Isolated yield 70.0%. RXN SMILES: C1(S[CH2:8][N:9]2[C:13](=[O:14])[CH:12]([CH2:15][CH2:16][CH:17]([CH3:19])[CH3:18])[N:11]([CH3:20])[S:10]2(=[O:22])=[O:21])C=CC=CC=1.C(Cl)[Cl:24]>>[Cl:24][CH2:8][N:9]1[C:13](=[O:14])[CH:12]([CH2:15][CH2:16][CH:17]([CH3:19])[CH3:18])[N:11]([CH3:20])[S:10]1(=[O:22])=[O:21]. Procedure details: To a solution of 2-phenylthiomethyl-4-(3-methylbutyl)-5-methyl-1,2,5-thiadiazolidin-3-one 1,1-dioxide (8.15 g, 24.66 mmol) in 200 ml of methylene chloride was added in one portion under nitrogen sulfuryl chloride (2.36 ml, 29.6 mmol) and the mixture was stirred for 3.5 hours at room temperature. The mixture was concentrated in vacuo and the residue was triturated in hexane to afford 4.64 g (70%) of 2-chloromethyl-4-(3-methylbutyl)-5-methyl-1,2,5-thiadiazolidin-3-one 1,1-dioxide (Formula II: R1 =... Starting materials: C(C)(=O)OCC (ethyl acetate), FC(C(C(=S)Cl)CC(C)=O)(F)F (2-trifluoromethyl-3-acetylthiopropionyl chloride), N[C@@H](CC1=CNC2=CC=CC=C12)C(=O)O (L-tryptophan), C[Si](C)(C)N(C(C(F)(F)F)=O)[Si](C)(C)C (bis(trimethylsilyl)trifluoroacetamide). The solvent is hexanes, CO (methanol), C(C)(=O)O (acetic acid), C(C)#N (acetonitrile), C(C)#N (acetonitrile). Conditions: time 3 hour. Product: C(C)(=O)SCC(C(=O)N[C@@H](CC1=CNC2=CC=CC=C12)C(=O)O)C(F)(F)F (N-[2-[(Acetylthio)methyl]-3,3,3-trifluoro-1-oxopropyl]-L-tryptophan). RXN SMILES: [NH2:1][C@H:2]([C:13]([OH:15])=[O:14])[CH2:3][C:4]1[C:12]2[C:7](=[CH:8][CH:9]=[CH:10][CH:11]=2)[NH:6][CH:5]=1.C[Si](N([Si](C)(C)C)[C:21](=[O:26])[C:22](F)(F)F)(C)C.[F:31][C:32]([F:42])([F:41])[CH:33]([CH2:37]C(=O)C)[C:34](Cl)=[S:35].C(OCC)(=[O:45])C>C(#N)C.CO.C(O)(=O)C>[C:21]([S:35][CH2:34][CH:33]([C:32]([F:31])([F:41])[F:42])[C:37]([NH:1][C@H:2]([C:13]([OH:15])=[O:14])[CH2:3][C:4]1[C:12]2[C:7](=[CH:8][CH:9]=[CH:10][CH:11]=2)[NH:6][CH:5]=1)=[O:45])(=[O:26])[CH3:22]. Reported procedure: A stirred suspension of L-tryptophan (4.08 g., 20 mmol.) in 50 mL of dry acetonitrile under argon was cooled to 0°-5° C. and bis(trimethylsilyl)trifluoroacetamide (5.3 mL, 20 mmol.) was added. The reaction mixture was allowed to stir and warm to room temperature. After 3 hours, the solution was cooled to 5° C. and a solution of 2-trifluoromethyl-3-acetylthiopropionyl chloride (4.69 g., 20 mmol) in 7 mL of acetonitrile was gradually added over 45 minutes. The reaction mixture was allowed to stir ... Starting materials: ClC=1C=CC2=C(N(C(N2S(=O)(=O)C2=CC=C(C=C2)OC)=O)CC(=O)OC(C)(C)C)C1 (tert-butyl [6-chloro-3-(4-methoxybenzenesulfonyl)-2-oxo-2,3-dihydrobenzimidazol-1-yl]acetate), FC(C(=O)O)(F)F (trifluoroacetic acid). Run in ClCCl (dichloromethane). Yields the product ClC=1C=CC2=C(N(C(N2S(=O)(=O)C2=CC=C(C=C2)OC)=O)CC(=O)O)C1 ([6-Chloro-3-(4-methoxybenzenesulfonyl)-2-oxo-2,3-dihydro-benzimidazol-1-yl]acetic acid). Reaction SMILES: [Cl:1][C:2]1[CH:3]=[CH:4][C:5]2[N:9]([S:10]([C:13]3[CH:18]=[CH:17][C:16]([O:19][CH3:20])=[CH:15][CH:14]=3)(=[O:12])=[O:11])[C:8](=[O:21])[N:7]([CH2:22][C:23]([O:25]C(C)(C)C)=[O:24])[C:6]=2[CH:30]=1.FC(F)(F)C(O)=O>ClCCl>[Cl:1][C:2]1[CH:3]=[CH:4][C:5]2[N:9]([S:10]([C:13]3[CH:14]=[CH:15][C:16]([O:19][CH3:20])=[CH:17][CH:18]=3)(=[O:12])=[O:11])[C:8](=[O:21])[N:7]([CH2:22][C:23]([OH:25])=[O:24])[C:6]=2[CH:30]=1. Reported procedure: 1.10 g (2.43 mmol) of tert-butyl [6-chloro-3-(4-methoxybenzenesulfonyl)-2-oxo-2,3-dihydrobenzimidazol-1-yl]acetate (XIIg) were dissolved in dichloromethane (40 ml) and, while stirring at room temperature, trifluoroacetic acid (20 ml) was added. The reaction solution was stirred for 2 h and then the solvent and excess trifluoroacetic acid were removed in vacuo. The residue was taken up again in toluene, concentrated in vacuo and then dried in vacuo. Yield: 0.82 g (95%) of white solid